The task is: describe an organic reaction: reactants, conditions, products, and yield. This data is from the Open Reaction Database (ORD), a public repository of structured organic reaction records. Reactants: NC1=NC(=NC=2NC(C=NC12)=O)SCC1=C(C(=CC=C1)F)F (4-amino-2-[[(2,3-difluorophenyl)methyl]thio]-7(8H)-pteridinone), C(C)#N (Acetonitrile), C(Br)(Br)Br (bromoform), C(CC(C)C)ON=O (Isopentylnitrite). Solvent: CS(=O)C (DMSO), CCOCC (ether). Conditions: temperature 100 celsius, time 5 minute. Yields the product BrC1=NC(=NC=2NC(C=NC12)=O)SCC1=C(C(=CC=C1)F)F (4-bromo-2-[[(2,3-difluorophenyl)methyl]thio]-7(8H)-pteridinone). As a reaction SMILES: N[C:2]1[C:11]2[N:10]=[CH:9][C:8](=[O:12])[NH:7][C:6]=2[N:5]=[C:4]([S:13][CH2:14][C:15]2[CH:20]=[CH:19][CH:18]=[C:17]([F:21])[C:16]=2[F:22])[N:3]=1.C(Br)(Br)[Br:24].C(ON=O)CC(C)C.C(#N)C>CS(C)=O.CCOCC>[Br:24][C:2]1[C:11]2[N:10]=[CH:9][C:8](=[O:12])[NH:7][C:6]=2[N:5]=[C:4]([S:13][CH2:14][C:15]2[CH:20]=[CH:19][CH:18]=[C:17]([F:21])[C:16]=2[F:22])[N:3]=1. Reported procedure: The product of example 2, step (d) (6.0 g) was suspended in DMSO (90 ml) and bromoform (60 ml) was added and the mixture was heated to 100° C. Isopentylnitrite (25 ml) was added and the mixture stirred for 5 min. The mixture was quickly cooled in an ice bath then evaporated to leave an oil. This was repeated three times. Acetonitrile (200 ml) was added and the solid which separated was removed by filtration. The solvent was evaporated and the residue was purified by flash chromatography, eluting... The reactants are C(C)OC1=C2C(=C(C=3C(N(C(C13)=O)C1=CC(=C(C=C1)CC(=O)OCC)F)=O)OCC)C=CC=C2 (Ethyl {4-[4,9-bis(ethyloxy)-1,3-dioxo-1,3-dihydro-2H-benzo[f]isoindol-2-yl]-2-fluorophenyl}acetate), [BH4-].[Na+] (sodium borohydride), O1CCCC1 (tetrahydrofuran), [BH4-].[Na+] (Sodium borohydride). Run in CO (methanol). Run at time 5 minute. Product: C(C)OC1=C2C(=C(C=3C(N(C(C13)=O)C1=CC(=C(C=C1)CC(=O)OCC)F)O)OCC)C=CC=C2 (Ethyl {4-[4,9-bis(ethyloxy)-1-hydroxy-3-oxo-1,3-dihydro-2H-benzo[f]isoindol-2-yl]-2-fluorophenyl}acetate). Isolated yield 107.8%. Reaction SMILES: [CH2:1]([O:3][C:4]1[C:12]2[C:11](=[O:13])[N:10]([C:14]3[CH:19]=[CH:18][C:17]([CH2:20][C:21]([O:23][CH2:24][CH3:25])=[O:22])=[C:16]([F:26])[CH:15]=3)[C:9](=[O:27])[C:8]=2[C:7]([O:28][CH2:29][CH3:30])=[C:6]2[CH:31]=[CH:32][CH:33]=[CH:34][C:5]=12)[CH3:2].O1CCCC1.[BH4-].[Na+]>CO>[CH2:29]([O:28][C:7]1[C:8]2[C:9](=[O:27])[N:10]([C:14]3[CH:19]=[CH:18][C:17]([CH2:20][C:21]([O:23][CH2:24][CH3:25])=[O:22])=[C:16]([F:26])[CH:15]=3)[CH:11]([OH:13])[C:12]=2[C:4]([O:3][CH2:1][CH3:2])=[C:5]2[CH:34]=[CH:33][CH:32]=[CH:31][C:6]=12)[CH3:30] |f:2.3|. Reported procedure: Ethyl {4-[4,9-bis(ethyloxy)-1,3-dioxo-1,3-dihydro-2H-benzo[f]isoindol-2-yl]-2-fluorophenyl}acetate (24 g, 51.6 mmol) was suspended in methanol (75 ml) and tetrahydrofuran (200 ml) and cooled to 5° C. in an ice bath. Some solid did not go into solution. Sodium borohydride (2 g, 51.6 mmol) was added portionwise over 2 minutes (effervescence). Undissolved solid slowly went into solution and the colour lightened from dark brown to light brown. LC/MS after 5 minutes and 30 minutes indicated that the ... Yield: 135.5%. As a reaction SMILES: [CH3:1][C:2]1[CH:11]=[CH:10][C:5]([C:6]([O:8]C)=[O:7])=[CH:4][C:3]=1[N:12]1[C:21](=[O:22])[C:20]2[C:15](=[CH:16][CH:17]=[C:18]([N:23]3[CH2:28][CH2:27][N:26]([CH:29]([CH3:31])[CH3:30])[CH2:25][CH2:24]3)[CH:19]=2)[N:14]=[CH:13]1.[OH-].[Na+].Cl>CO.O>[CH3:1][C:2]1[CH:11]=[CH:10][C:5]([C:6]([OH:8])=[O:7])=[CH:4][C:3]=1[N:12]1[C:21](=[O:22])[C:20]2[C:15](=[CH:16][CH:17]=[C:18]([N:23]3[CH2:24][CH2:25][N:26]([CH:29]([CH3:31])[CH3:30])[CH2:27][CH2:28]3)[CH:19]=2)[N:14]=[CH:13]1 |f:1.2|. Product: CC1=C(C=C(C(=O)O)C=C1)N1C=NC2=CC=C(C=C2C1=O)N1CCN(CC1)C(C)C (4-methyl-3-[6-(4-isopropylpiperazin-1-yl)-4-oxoquinazolin-3(4H)-yl]benzoic acid). Run at time 1 hour. Reactants: CC1=C(C=C(C(=O)OC)C=C1)N1C=NC2=CC=C(C=C2C1=O)N1CCN(CC1)C(C)C (Methyl 4-methyl-3-[6-(4-isopropylpiperazin-1-yl)-4-oxoquinazolin-3(4H)-yl]benzoate), Cl (HCl), [OH-].[Na+] (NaOH). Run in CO (methanol), O (water). Reported procedure: Methyl 4-methyl-3-[6-(4-isopropylpiperazin-1-yl)-4-oxoquinazolin-3(4H)-yl]benzoate 7.56 g) was dissolved in a mixture of methanol (135 ml) and water (45 ml). 2N NaOH (36 ml) added and stirred at room temperature for 1 hour. The pH was adjusted to 2-3 using 2N HCl and the solvent evaporated in vacuo. The oil was triturated with a mixture of ethyl acetate (100 ml) and iso-hexane (100 ml) and the solid collected by filtration and dried under vacuum at 40° C. for 16 hours to give 4-methyl-3-[6-(4-is... RXN SMILES: C(Cl)(=O)C(Cl)=O.[O:7]([C:14]1[CH:15]=[C:16]([CH:20]=[CH:21][CH:22]=1)[C:17]([OH:19])=O)[C:8]1[CH:13]=[CH:12][CH:11]=[CH:10][CH:9]=1.[CH3:23][N:24]([CH:35]1[CH2:40][CH2:39][N:38]([CH3:41])[CH2:37][CH2:36]1)[C:25]1[O:26][C:27]2[CH:33]=[CH:32][C:31]([NH2:34])=[CH:30][C:28]=2[N:29]=1.N1C=CC=CC=1>CN(C=O)C.C(Cl)Cl>[CH3:23][N:24]([CH:35]1[CH2:40][CH2:39][N:38]([CH3:41])[CH2:37][CH2:36]1)[C:25]1[O:26][C:27]2[CH:33]=[CH:32][C:31]([NH:34][C:17](=[O:19])[C:16]3[CH:20]=[CH:21][CH:22]=[C:14]([O:7][C:8]4[CH:9]=[CH:10][CH:11]=[CH:12][CH:13]=4)[CH:15]=3)=[CH:30][C:28]=2[N:29]=1. Run at time 2 hour. Reagents/catalysts: CN(C)C=O (DMF). Procedure: Add oxalyl chloride (0.20 mL, 2.30 mmol) and 3 drops of DMF to a stirring suspension of 3-phenoxy-benzoic acid (0.247 g, 1.15 mmol) in CH2Cl2 (5.0 mL). Stir the reaction mixture at room temperature for 2 h. Concentrate the mixture in vacuo, add n-hexane, re-concentrate, and re-dissolve in CH2Cl2. Add the resultant 3-phenoxy-benzoyl chloride solution to a mixture of rac-N2-methyl-N2-(1-methyl-piperidin-4-yl)-benzooxazole-2,5-diamine (0.200 g, 0.768 mmol) and pyridine (0.06 mL) in CH2Cl2 (5.0 mL).... The yield is 46.5%. The solvent is C(Cl)Cl (CH2Cl2), C(Cl)Cl (CH2Cl2). The product is CN(C=1OC2=C(N1)C=C(C=C2)NC(C2=CC(=CC=C2)OC2=CC=CC=C2)=O)C2CCN(CC2)C (N-{2-[Methyl-(1-methyl-piperidin-4-yl)-amino]-benzooxazol-5-yl}-3-phenoxy-benzamide). Starting materials: O(C1=CC=CC=C1)C=1C=C(C(=O)O)C=CC1 (3-phenoxy-benzoic acid), CN(C=1OC2=C(N1)C=C(C=C2)N)C2CCN(CC2)C (rac-N2-methyl-N2-(1-methyl-piperidin-4-yl)-benzooxazole-2,5-diamine), N1=CC=CC=C1 (pyridine), C(C(=O)Cl)(=O)Cl (oxalyl chloride). The reactants are C(C)OC(=O)C1CN(CCC1=O)CC1=CC=CC=C1 (1-benzyl-4-oxo-piperidine-3-carboxylic acid ethyl ester), Cl.[N+](=O)([O-])C=1C=C(C(=N)N)C=CC1 (3-nitro-benzamidine hydrochloride). The product is C(C1=CC=CC=C1)N1CC2=C(N=C(N=C2O)C2=CC(=CC=C2)[N+](=O)[O-])CC1 (6-Benzyl-2-(3-nitro-phenyl)-5,6,7,8-tetrahydro-pyrido[4,3-d]pyrimidin-4-ol). As a reaction SMILES: C(O[C:4]([CH:6]1[C:11](=O)[CH2:10][CH2:9][N:8]([CH2:13][C:14]2[CH:19]=[CH:18][CH:17]=[CH:16][CH:15]=2)[CH2:7]1)=[O:5])C.Cl.[N+:21]([C:24]1[CH:25]=[C:26]([CH:30]=[CH:31][CH:32]=1)[C:27]([NH2:29])=[NH:28])([O-:23])=[O:22]>>[CH2:13]([N:8]1[CH2:9][CH2:10][C:11]2[N:28]=[C:27]([C:26]3[CH:30]=[CH:31][CH:32]=[C:24]([N+:21]([O-:23])=[O:22])[CH:25]=3)[N:29]=[C:4]([OH:5])[C:6]=2[CH2:7]1)[C:14]1[CH:15]=[CH:16][CH:17]=[CH:18][CH:19]=1 |f:1.2|. Procedure: The title compound was prepared from 1-benzyl-4-oxo-piperidine-3-carboxylic acid ethyl ester and 3-nitro-benzamidine hydrochloride according to general procedure 1. 1H NMR (DMSO-d6, 400 MHz) δ 2.76 (s, 4H), 3.28 (s, 2H), 3.71 (s, 2H), 7.25-7.40 (m, 6H), 7.81 (t, J=8.0 Hz, 1H), 8.35-8.40 (m, 1H), 8.52 (d, J=8.0 Hz, 2H), 8.93 (s, 1H); MS: m/z (ESI) 363 (M+H). The reactants are COc1ccc2cc(B(O)O)ccc2c1, CCOC(C)=O, Cc1ccccc1, O=[N+]([O-])c1ccccc1I, [Na+], [Na+], O=C([O-])[O-], c1ccc(P(c2ccccc2)(c2ccccc2)[Pd](P(c2ccccc2)(c2ccccc2)c2ccccc2)(P(c2ccccc2)(c2ccccc2)c2ccccc2)P(c2ccccc2)(c2ccccc2)c2ccccc2)cc1. Product: COc1ccc2cc(-c3ccccc3[N+](=O)[O-])ccc2c1. RXN SMILES: [CH3:11][O:12][c:13]1[cH:14][c:15]2[cH:16][cH:17][c:18]([B:23]([OH:24])[OH:25])[cH:19][c:20]2[cH:21][cH:22]1.[CH3:32][CH2:33][O:34][C:35](=[O:36])[CH3:37].[CH3:38][c:39]1[cH:40][cH:41][cH:42][cH:43][cH:44]1.[I:1][c:2]1[c:3]([N+:8](=[O:9])[O-:10])[cH:4][cH:5][cH:6][cH:7]1.[Na+:26].[Na+:27].[O-:28][C:29](=[O:30])[O-:31].[cH:45]1[cH:46][cH:47][c:48]([P:49]([Pd:50]([P:51]([c:52]2[cH:53][cH:54][cH:55][cH:56][cH:57]2)([c:58]2[cH:59][cH:60][cH:61][cH:62][cH:63]2)[c:64]2[cH:65][cH:66][cH:67][cH:68][cH:69]2)([P:70]([c:71]2[cH:72][cH:73][cH:74][cH:75][cH:76]2)([c:77]2[cH:78][cH:79][cH:80][cH:81][cH:82]2)[c:83]2[cH:84][cH:85][cH:86][cH:87][cH:88]2)[P:89]([c:90]2[cH:91][cH:92][cH:93][cH:94][cH:95]2)([c:96]2[cH:97][cH:98][cH:99][cH:100][cH:101]2)[c:102]2[cH:103][cH:104][cH:105][cH:106][cH:107]2)([c:108]2[cH:109][cH:110][cH:111][cH:112][cH:113]2)[c:114]2[cH:115][cH:116][cH:117][cH:118][cH:119]2)[cH:120][cH:121]1>>[c:2]1(-[c:18]2[cH:17][cH:16][c:15]3[cH:14][c:13]([O:12][CH3:11])[cH:22][cH:21][c:20]3[cH:19]2)[c:3]([N+:8](=[O:9])[O-:10])[cH:4][cH:5][cH:6][cH:7]1. Starting materials: OC1=CC(=C(C=C1)C=1C(=C2C(=CC(NC2=CC1)(C)C)C)CNC1=C(C=CC=C1)OC)OC (6-(4-hydroxy-2-methoxyphenyl)-5-(2-methoxyphenylaminomethyl)-2,2,4-trimethyl-1,2-dihydroquinoline), CC1=C(C(=O)O)C=CC=N1 (2-methylnicotinoic acid), C(C)(C)N(C(C)C)CC (N,N-diisopropylethylamine), O-(7-azabenzotriazol-1-yl)-N,N,N,N-tetramethyluronium hexafluorophosphate. Solvent: CN(C=O)C (N,N-dimethylformamide), C(C)(=O)OCC (ethyl acetate). Run at time 8 hour. Product: COC1=C(C=CC(=C1)OC(=O)C=1C(=NC=CC1)C)C=1C(=C2C(=CC(NC2=CC1)(C)C)C)CNC1=C(C=CC=C1)OC (6-[2-Methoxy-4-(2-methylpyridin-3-ylcarbonyloxy)phenyl]-5-(2-methoxyphenylaminomethyl)-2,2,4-trimethyl-1,2-dihydroquinoline). Yield: 65.0%. RXN SMILES: [OH:1][C:2]1[CH:7]=[CH:6][C:5]([C:8]2[C:9]([CH2:21][NH:22][C:23]3[CH:28]=[CH:27][CH:26]=[CH:25][C:24]=3[O:29][CH3:30])=[C:10]3[C:15](=[CH:16][CH:17]=2)[NH:14][C:13]([CH3:19])([CH3:18])[CH:12]=[C:11]3[CH3:20])=[C:4]([O:31][CH3:32])[CH:3]=1.[CH3:33][C:34]1[N:42]=[CH:41][CH:40]=[CH:39][C:35]=1[C:36](O)=[O:37].C(N(CC)C(C)C)(C)C>CN(C)C=O.C(OCC)(=O)C>[CH3:32][O:31][C:4]1[CH:3]=[C:2]([O:1][C:36]([C:35]2[C:34]([CH3:33])=[N:42][CH:41]=[CH:40][CH:39]=2)=[O:37])[CH:7]=[CH:6][C:5]=1[C:8]1[C:9]([CH2:21][NH:22][C:23]2[CH:28]=[CH:27][CH:26]=[CH:25][C:24]=2[O:29][CH3:30])=[C:10]2[C:15](=[CH:16][CH:17]=1)[NH:14][C:13]([CH3:19])([CH3:18])[CH:12]=[C:11]2[CH3:20]. Procedure details: A mixture of 6-(4-hydroxy-2-methoxyphenyl)-5-(2-methoxyphenylaminomethyl)-2,2,4-trimethyl-1,2-dihydroquinoline (Reference Compound No. 4-1, 25.0 mg, mmol), 2-methylnicotinoic acid (8.0 mg, 0.058 mmol), N,N-diisopropylethylamine (20.2 μL, 0.116 mmol) and O-(7-azabenzotriazol-1-yl)-N,N,N,N-tetramethyluronium hexafluorophosphate (24.3 mg, mmol) was dissolved in anhydrous N,N-dimethylformamide (0.5 mL), and then the reaction mixture was stirred at room temperature overnight. The reaction mixture was... Starting materials: NC=1C=C(C#N)C=C(C1)N (3,5-Diaminobenzonitrile), ClC1=CC=NC2=CC(=CC=C12)Cl (4,7-dichloroquinoline). Run in C(C)O (ethanol). Product: Cl.NC=1C=C(C#N)C=C(C1)NC1=CC=NC2=CC(=CC=C12)Cl (3-Amino-5-[(7-chloroquinolin-4-yl)amino]benzonitrile hydrochloride). Isolated yield 74.3%. Reaction SMILES: [NH2:1][C:2]1[CH:3]=[C:4]([CH:7]=[C:8]([NH2:10])[CH:9]=1)[C:5]#[N:6].[Cl:11][C:12]1[C:21]2[C:16](=[CH:17][C:18]([Cl:22])=[CH:19][CH:20]=2)[N:15]=[CH:14][CH:13]=1>C(O)C>[ClH:11].[NH2:1][C:2]1[CH:3]=[C:4]([CH:7]=[C:8]([NH:10][C:12]2[C:21]3[C:16](=[CH:17][C:18]([Cl:22])=[CH:19][CH:20]=3)[N:15]=[CH:14][CH:13]=2)[CH:9]=1)[C:5]#[N:6] |f:3.4|. Reported procedure: 3,5-Diaminobenzonitrile (500 mg, 3.76 mmol) and 4,7-dichloroquinoline (744 mg, 1 eq) were stirred at room temperature in 50 mL of ethanol for 18 h. The precipitate was removed by filtration to yield expected compound as a yellow powder (925 mg, 74% yield). The reactants are Cl.C(C1=CC=CC=C1)OC1=C(C=C2C(=NC=NC2=C1)NC1=CC=C2C=CNC2=C1)OC (7-benzyloxy-4-(indol-6-ylamino)-6-methoxyquinazoline hydrochloride), C(=O)[O-].[NH4+] (ammonium formate). Yields the product OC1=C(C=C2C(=NC=NC2=C1)NC1=CC=C2C=CNC2=C1)OC (7-hydroxy-4-(indol-6-ylamino)-6-methoxyquinazoline). Yield: 76.0%. As a reaction SMILES: Cl.C([O:9][C:10]1[CH:19]=[C:18]2[C:13]([C:14]([NH:20][C:21]3[CH:29]=[C:28]4[C:24]([CH:25]=[CH:26][NH:27]4)=[CH:23][CH:22]=3)=[N:15][CH:16]=[N:17]2)=[CH:12][C:11]=1[O:30][CH3:31])C1C=CC=CC=1.C([O-])=O.[NH4+]>>[OH:9][C:10]1[CH:19]=[C:18]2[C:13]([C:14]([NH:20][C:21]3[CH:29]=[C:28]4[C:24]([CH:25]=[CH:26][NH:27]4)=[CH:23][CH:22]=3)=[N:15][CH:16]=[N:17]2)=[CH:12][C:11]=1[O:30][CH3:31] |f:0.1,2.3|. Procedure details: Using an analogous procedure to that described for the preparation of the starting material in Example 201, 7-benzyloxy-4-(indol-6-ylamino)-6-methoxyquinazoline hydrochloride was treated with ammonium formate (655 mg, 10.4 mmol) to give 7-hydroxy-4-(indol-6-ylamino)-6-methoxyquinazoline (162 mg, 76%). Reactants: [BH4-].[Na+] (sodium borohydride), C(=O)C1=CC=C(C=C1)B(O)O ((4-formylphenyl)-boronic acid), Cl (hydrochloric acid). The solvent is CO (methanol). Conditions: time 30 minute. Yields the product OCC1=CC=C(C=C1)B(O)O ([4-(hydroxymethyl)-phenyl]-boronic acid). The yield is 98.7%. Reaction SMILES: [BH4-].[Na+].[CH:3]([C:5]1[CH:10]=[CH:9][C:8]([B:11]([OH:13])[OH:12])=[CH:7][CH:6]=1)=[O:4].Cl>CO>[OH:4][CH2:3][C:5]1[CH:6]=[CH:7][C:8]([B:11]([OH:13])[OH:12])=[CH:9][CH:10]=1 |f:0.1|. Procedure: 380 mg of sodium borohydride were added to a solution of 1.5 g of (4-formylphenyl)-boronic acid in 40 ml of methanol at 0° C. under an inert atmosphere, and after stirring for 30 minutes, 200 ml of 2N hydrochloric acid were added. After evaporation under reduced pressure, the crude product was extracted with ethyl acetate and the organic phase was dried over magnesium sulfate, followed by filtration and evaporation under reduced pressure to obtain 1.5 g of the expected product with a Rf=0.15 (cy...